This data is from the Open Reaction Database (ORD), a public repository of structured organic reaction records. The task is: describe an organic reaction: reactants, conditions, products, and yield Starting materials: CC1=C(C(=NO1)C1=CC=CC=C1)COC1=NC=C(C(=O)O)C=C1 (6-(5-methyl-3-phenyl-isoxazol-4-ylmethoxy)-nicotinic acid), NC1C(CCC1)O (2-amino cyclopentanol). Yields the product OC1C(CCC1)NC(C1=CN=C(C=C1)OCC=1C(=NOC1C)C1=CC=CC=C1)=O (N-(2-Hydroxy-cyclopentyl)-6-(5-methyl-3-phenyl-isoxazol-4-ylmethoxy)-nicotinamide). Isolated yield 31.0%. RXN SMILES: [CH3:1][C:2]1[O:6][N:5]=[C:4]([C:7]2[CH:12]=[CH:11][CH:10]=[CH:9][CH:8]=2)[C:3]=1[CH2:13][O:14][C:15]1[CH:23]=[CH:22][C:18]([C:19]([OH:21])=O)=[CH:17][N:16]=1.[NH2:24][CH:25]1[CH2:29][CH2:28][CH2:27][CH:26]1[OH:30]>>[OH:30][CH:26]1[CH2:27][CH2:28][CH2:29][CH:25]1[NH:24][C:19](=[O:21])[C:18]1[CH:22]=[CH:23][C:15]([O:14][CH2:13][C:3]2[C:4]([C:7]3[CH:8]=[CH:9][CH:10]=[CH:11][CH:12]=3)=[N:5][O:6][C:2]=2[CH3:1])=[N:16][CH:17]=1. Procedure details: As described for example 191, 6-(5-methyl-3-phenyl-isoxazol-4-ylmethoxy)-nicotinic acid (200 mg, 0.65 mmol) was converted, using 2-amino cyclopentanol instead of 2-aminoethyl isopropylether, to the title compound (80 mg, 31%) which was obtained as a white solid. MS: m/e=494.2 [M+H]+. Reactants: COc1cnc2ccc(=O)n(CCN3CCCC(CNC(=O)OCc4ccccc4)C3)c2c1, CO. Product: COc1cnc2ccc(=O)n(CCN3CCCC(CN)C3)c2c1. As a reaction SMILES: [CH3:1][O:2][c:3]1[cH:4][n:5][c:6]2[cH:7][cH:8][c:9](=[O:33])[n:10]([CH2:13][CH2:14][N:15]3[CH2:16][CH:17]([CH2:21][NH:22][C:23](=[O:24])[O:25][CH2:26][c:27]4[cH:28][cH:29][cH:30][cH:31][cH:32]4)[CH2:18][CH2:19][CH2:20]3)[c:11]2[cH:12]1.[CH3:34][OH:35]>>[CH3:1][O:2][c:3]1[cH:4][n:5][c:6]2[cH:7][cH:8][c:9](=[O:33])[n:10]([CH2:13][CH2:14][N:15]3[CH2:16][CH:17]([CH2:21][NH2:22])[CH2:18][CH2:19][CH2:20]3)[c:11]2[cH:12]1.